From a dataset of the Open Reaction Database (ORD), a public repository of structured organic reaction records. describe an organic reaction: reactants, conditions, products, and yield The reactants are C(C=C)C1CCCC(N1)=O (6-allyl-piperidine-2-one). Reagents/catalysts: [Pd] (palladium on carbon). Run in CO (methanol). The product is C(CC)C1CCCC(N1)=O (6-n-propyl-piperidine-2-one). RXN SMILES: [CH2:1]([CH:4]1[NH:9][C:8](=[O:10])[CH2:7][CH2:6][CH2:5]1)[CH:2]=[CH2:3]>[Pd].CO>[CH2:1]([CH:4]1[NH:9][C:8](=[O:10])[CH2:7][CH2:6][CH2:5]1)[CH2:2][CH3:3]. Reported procedure: Ex-30d) The 6-allyl-piperidine-2-one product of Example 30c is reduced with palladium on carbon in methanol under hydrogen to give the 6-n-propyl-piperidine-2-one. Reactants: [BH4-], CCOC(=O)C(C)(CCc1cc(C#CCCCc2ccccc2)cs1)NC(=O)OC, CCO, [Cl-], [Li+], [Na+], C1CCOC1. Yields the product CC1(CCc2cc(C#CCCCc3ccccc3)cs2)COC(=O)N1. RXN SMILES: [BH4-:33].[CH2:1]([O:2][C:3](=[O:4])[C:5]([CH2:6][CH2:7][c:8]1[s:9][cH:10][c:11]([C:13]#[C:14][CH2:15][CH2:16][CH2:17][c:18]2[cH:19][cH:20][cH:21][cH:22][cH:23]2)[cH:12]1)([CH3:24])[NH:25][C:26](=[O:27])[O:28][CH3:29])[CH3:30].[CH3:35][CH2:36][OH:37].[Cl-:32].[Li+:31].[Na+:34].[O:38]1[CH2:39][CH2:40][CH2:41][CH2:42]1>>[C:5]1([CH2:6][CH2:7][c:8]2[s:9][cH:10][c:11]([C:13]#[C:14][CH2:15][CH2:16][CH2:17][c:18]3[cH:19][cH:20][cH:21][cH:22][cH:23]3)[cH:12]2)([CH3:24])[NH:25][C:26](=[O:27])[O:28][CH2:29]1. Reactants: CCOCC, O=C(Cl)C(Cl)(Cl)Cl, FC(F)(F)CCc1ccc[nH]1, [Li+], [OH-], O=C(O)CC(O)(CC(=O)O)C(=O)O. Yields the product O=C(O)c1ccc(CCC(F)(F)F)[nH]1. Reaction SMILES: [CH3:34][CH2:35][O:36][CH2:37][CH3:38].[Cl:12][C:13]([Cl:14])([Cl:15])[C:16]([Cl:17])=[O:18].[F:1][C:2]([CH2:3][CH2:4][c:5]1[nH:6][cH:7][cH:8][cH:9]1)([F:10])[F:11].[Li+:19].[OH-:20].[OH:21][C:22](=[O:23])[CH2:24][C:25]([C:26](=[O:27])[OH:28])([CH2:29][C:30](=[O:31])[OH:32])[OH:33]>>[F:1][C:2]([CH2:3][CH2:4][c:5]1[nH:6][c:7]([C:22](=[O:21])[OH:23])[cH:8][cH:9]1)([F:10])[F:11]. The reactants are CC1(C2CC3CN(CC3N2CS1)C(=O)OCC)C (ethyl 9,9-dimethyl-10-thia -1,4-diazatricyclo[6.3.0.02,6 ]undecane-4-carboxylate), Ba(OH)2, C([O-])([O-])=O.[K+].[K+] (Potassium carbonate). Solvent: O (water). The product is CC1(C2CC3CNCC3N2CS1)C (9,9-Dimethyl-10-thia-1,4-diazatricyclo[6.3.0.02,6 ]-undecane). As a reaction SMILES: [CH3:1][C:2]1([CH3:18])[S:12][CH2:11][N:10]2[CH:3]1[CH2:4][CH:5]1[CH:9]2[CH2:8][N:7](C(OCC)=O)[CH2:6]1.C(=O)([O-])[O-].[K+].[K+]>O>[CH3:1][C:2]1([CH3:18])[S:12][CH2:11][N:10]2[CH:3]1[CH2:4][CH:5]1[CH:9]2[CH2:8][NH:7][CH2:6]1 |f:1.2.3|. Procedure: 6 g (22.2 mmOl) of ethyl 9,9-dimethyl-10-thia -1,4-diazatricyclo[6.3.0.02,6 ]undecane-4-carboxylate are heated under reflux overnight with 12 g of Ba(OH)2. 8H2O in 100 ml of water. Potassium carbonate is added, barium carbonate is filtered off with suction and the filtrate is extracted ten times using 100 ml of chloroform each time. The extracts are dried over potassium carbonate and concentrated, and the residue is distilled. Starting materials: OCCC1=NN2C(NC=3C=CC=CC3C2=C1)=O (2-(2-hydroxyethyl)-pyrazolo-[1,5-c]quinazolin-5(6H)-one), S(=O)(=O)(C1=CC=C(C)C=C1)Cl (tosyl chloride), ice water. The solvent is N1=CC=CC=C1 (pyridine). Run at time 4 hour. Yields the product CC1=CC=C(C=C1)S(=O)(=O)OCCC1=NN2C(NC=3C=CC=CC3C2=C1)=O (2-[2-[[(4-Methylphenyl)sulfonyl]oxy]ethyl]-pyrazolo-[1,5-c]quinazolin-5(6H)-one). Reaction SMILES: [OH:1][CH2:2][CH2:3][C:4]1[CH:16]=[C:15]2[N:6]([C:7](=[O:17])[NH:8][C:9]3[CH:10]=[CH:11][CH:12]=[CH:13][C:14]=32)[N:5]=1.[S:18](Cl)([C:21]1[CH:27]=[CH:26][C:24]([CH3:25])=[CH:23][CH:22]=1)(=[O:20])=[O:19]>N1C=CC=CC=1>[CH3:25][C:24]1[CH:26]=[CH:27][C:21]([S:18]([O:1][CH2:2][CH2:3][C:4]2[CH:16]=[C:15]3[N:6]([C:7](=[O:17])[NH:8][C:9]4[CH:10]=[CH:11][CH:12]=[CH:13][C:14]=43)[N:5]=2)(=[O:20])=[O:19])=[CH:22][CH:23]=1. Procedure: 12.0 g (0.052 mole) of 2-(2-hydroxyethyl)-pyrazolo-[1,5-c]quinazolin-5(6H)-one is taken up in pyridine (120 ml), cooled down to 0° and treated with 11.0 g (0.058 mole or 1.1 equivalent) of 98% tosyl chloride. The mixture is stirred for 4 hours, keeping the temperature below 20° during the reaction period, after which it is poured onto 1.8 l. of ice-water and stirred until solids form. The off-white precipitates are filtered off and dried in vacuo at 100° for 3 hours. Yield: 17.43 g, m.p. 194°-19...